From a dataset of the Open Reaction Database (ORD), a public repository of structured organic reaction records. describe an organic reaction: reactants, conditions, products, and yield Starting materials: C1=CCCCC1 (cyclohexene), O1N=C(C2C1CCCC2)C=2NC(=CN2)[N+](=O)[O-] (2-(3a,4,5,6,7,7a-hexahydro-1,2-benz-isoxazol-3-yl)-5-nitroimidazole). Yields the product CN1C(=NC=C1[N+](=O)[O-])C1=NOC2C1CCCC2 (1-Methyl-2-(3a,4,5,6,7,7a-hexahydro-1,2-benz-isoxazol-3-yl)-5-nitroimidazole). RXN SMILES: [CH:1]1CCCCC=1.[O:7]1[CH:11]2[CH2:12][CH2:13][CH2:14][CH2:15][CH:10]2[C:9]([C:16]2[NH:17][C:18]([N+:21]([O-:23])=[O:22])=[CH:19][N:20]=2)=[N:8]1>>[CH3:1][N:17]1[C:18]([N+:21]([O-:23])=[O:22])=[CH:19][N:20]=[C:16]1[C:9]1[CH:10]2[CH2:15][CH2:14][CH2:13][CH2:12][CH:11]2[O:7][N:8]=1. Procedure details: Following the same procedure as in Example 30, the hydroxamoylchloride prepared as in Example 7 is reacted with cyclohexene. The product, 2-(3a,4,5,6,7,7a-hexahydro-1,2-benz-isoxazol-3-yl)-5-nitroimidazole has a melting point of 119°-121° C. Procedure: The title compound was prepared from 7-Difluoromethyl-3-ethynyl-5-(4-trifluoromethyl-phenyl)-pyrazolo[1,5-a]pyrimidine (example C.2) (340 mg, 1.0 mmol) and 5-bromo-2-fluorobenzenesulfonamide (231 mg, 1.0 mmol) according to general procedure II. Obtained as a yellow solid (180 mg, 35%). MS (ISP) 587.2[(M+H)+]; mp 247-249° C. RXN SMILES: [F:1][CH:2]([F:24])[C:3]1[N:8]2[N:9]=[CH:10][C:11]([C:12]#[CH:13])=[C:7]2[N:6]=[C:5]([C:14]2[CH:19]=[CH:18][C:17]([C:20]([F:23])([F:22])[F:21])=[CH:16][CH:15]=2)[CH:4]=1.Br[C:26]1[CH:27]=[CH:28][C:29]([F:36])=[C:30]([S:32]([NH2:35])(=[O:34])=[O:33])[CH:31]=1>>[F:24][CH:2]([F:1])[C:3]1[N:8]2[N:9]=[CH:10][C:11]([C:12]#[C:13][C:26]3[CH:27]=[CH:28][C:29]([F:36])=[C:30]([S:32]([NH2:35])(=[O:34])=[O:33])[CH:31]=3)=[C:7]2[N:6]=[C:5]([C:14]2[CH:19]=[CH:18][C:17]([C:20]([F:23])([F:22])[F:21])=[CH:16][CH:15]=2)[CH:4]=1. Yield: 35.0%. Product: FC(C1=CC(=NC=2N1N=CC2C#CC=2C=CC(=C(C2)S(=O)(=O)N)F)C2=CC=C(C=C2)C(F)(F)F)F (5-[7-Difluoromethyl-5-(4-trifluoromethyl-phenyl)-pyrazolo[1,5-a]pyrimidin-3-ylethynyl]-2-fluoro-benzenesulfonamide), solid. Starting materials: FC(C1=CC(=NC=2N1N=CC2C#C)C2=CC=C(C=C2)C(F)(F)F)F (7-Difluoromethyl-3-ethynyl-5-(4-trifluoromethyl-phenyl)-pyrazolo[1,5-a]pyrimidine), BrC=1C=CC(=C(C1)S(=O)(=O)N)F (5-bromo-2-fluorobenzenesulfonamide).